describe an organic reaction: reactants, conditions, products, and yield From a dataset of the Open Reaction Database (ORD), a public repository of structured organic reaction records. Reactants: O=C([O-])[O-], CCCc1cc(C(OCc2ccccc2)(C(F)(F)F)C(F)(F)F)ncc1N1CCN(C(=O)CBr)CC1, CN(C)C=O, [K+], [K+], CC1(c2ccc3c(c2)CCO3)NC(=O)NC1=O, O. Product: CCCc1cc(C(OCc2ccccc2)(C(F)(F)F)C(F)(F)F)ncc1N1CCN(C(=O)CN2C(=O)NC(C)(c3ccc4c(c3)CCO4)C2=O)CC1. Reaction SMILES: [C:18](=[O:19])([O-:20])[O-:21].[CH2:24]([c:25]1[cH:26][cH:27][cH:28][cH:29][cH:30]1)[O:31][C:32]([C:33]([F:34])([F:35])[F:36])([C:37]([F:38])([F:39])[F:40])[c:41]1[cH:42][c:43]([CH2:57][CH2:58][CH3:59])[c:44]([N:47]2[CH2:48][CH2:49][N:50]([C:53]([CH2:54][Br:55])=[O:56])[CH2:51][CH2:52]2)[cH:45][n:46]1.[CH3:61][N:62]([CH3:63])[CH:64]=[O:65].[K+:22].[K+:23].[O:1]1[CH2:2][CH2:3][c:4]2[c:5]1[cH:6][cH:7][c:8]([C:10]1([CH3:17])[C:11](=[O:16])[NH:12][C:13](=[O:15])[NH:14]1)[cH:9]2.[OH2:60]>>[O:1]1[CH2:2][CH2:3][c:4]2[c:5]1[cH:6][cH:7][c:8]([C:10]1([CH3:17])[C:11](=[O:16])[N:12]([CH2:54][C:53]([N:50]3[CH2:49][CH2:48][N:47]([c:44]4[c:43]([CH2:57][CH2:58][CH3:59])[cH:42][c:41]([C:32]([O:31][CH2:24][c:25]5[cH:26][cH:27][cH:28][cH:29][cH:30]5)([C:33]([F:34])([F:35])[F:36])[C:37]([F:38])([F:39])[F:40])[n:46][cH:45]4)[CH2:52][CH2:51]3)=[O:56])[C:13](=[O:15])[NH:14]1)[cH:9]2. The reactants are C1(=CC=CC=C1)N=NC1=CC=C(C2=CC=CC=C12)NC([C@H]1N(CCC1)C(CNOC(C)(C)C)=O)=O (t-Butyloxy-glycyl-L-proline 4-phenylazo-1-naphtylamide), O.C1(=CC=C(C=C1)S(=O)(=O)O)C (p-toluenesulfonic acid monohydrate). Yields the product S(=O)(=O)(O)C1=CC=C(C)C=C1.C1(=CC=CC=C1)N=NC1=CC=C(C2=CC=CC=C12)NC([C@H]1N(CCC1)C(CN)=O)=O (glycyl-L-proline 4-phenylazo-1-naphthylamide tosylate). As a reaction SMILES: [C:1]1([N:7]=[N:8][C:9]2[C:18]3[C:13](=[CH:14][CH:15]=[CH:16][CH:17]=3)[C:12]([NH:19][C:20](=[O:35])[C@@H:21]3[CH2:25][CH2:24][CH2:23][N:22]3[C:26](=[O:34])[CH2:27][NH:28]OC(C)(C)C)=[CH:11][CH:10]=2)[CH:6]=[CH:5][CH:4]=[CH:3][CH:2]=1.O.[C:37]1([CH3:47])[CH:42]=[CH:41][C:40]([S:43]([OH:46])(=[O:45])=[O:44])=[CH:39][CH:38]=1>>[S:43]([C:40]1[CH:41]=[CH:42][C:37]([CH3:47])=[CH:38][CH:39]=1)([OH:46])(=[O:45])=[O:44].[C:1]1([N:7]=[N:8][C:9]2[C:18]3[C:13](=[CH:14][CH:15]=[CH:16][CH:17]=3)[C:12]([NH:19][C:20](=[O:35])[C@@H:21]3[CH2:25][CH2:24][CH2:23][N:22]3[C:26](=[O:34])[CH2:27][NH2:28])=[CH:11][CH:10]=2)[CH:2]=[CH:3][CH:4]=[CH:5][CH:6]=1 |f:1.2,3.4|. Procedure details: t-Butyloxy-glycyl-L-proline 4-phenylazo-1-naphtylamide (1.0 g, 0.002 mole) was treated with p-toluenesulfonic acid monohydrate (0.76 g, 0.004 mole), and the reaction mixture was worked up as in Example 18. The glycyl-L-proline 4-phenylazo-1-naphthylamide tosylate thus obtained was dissolved in methanol, and neutralized with 5% sodium hydrogen carbonate solution to precipitate the product. The precipitate was were removed by filtration, washed with water, dried, and recrystallized from methanol-w... Run in C(Cl)(Cl)Cl (chloroform), C(Cl)Cl (CH2Cl2). As a reaction SMILES: [CH:1]([C:4]1[CH:9]=[CH:8][N+:7]([O-])=[CH:6][CH:5]=1)([CH3:3])[CH3:2].[Si]([C:15]#[N:16])(C)(C)C.CN(C)C(Cl)=O>C(Cl)Cl.C(Cl)(Cl)Cl>[CH:1]([C:4]1[CH:9]=[CH:8][N:7]=[C:6]([C:15]#[N:16])[CH:5]=1)([CH3:3])[CH3:2]. Conditions: time 5 minute. The reactants are C(C)(C)C1=CC=[N+](C=C1)[O-] (4-isopropylpyridine N-oxide), [Si](C)(C)(C)C#N (TMSCN), CN(C(=O)Cl)C (dimethylcarbamyl chloride). Procedure: To a stirring solution of 139 mg (1.01 mmol) of 4-isopropylpyridine N-oxide in 10 mL of CH2Cl2 at r.t. was added 160 μL (1.20 mmol) of TMSCN. After 5 min., 100 μL (1.09 mmol) of dimethylcarbamyl chloride was added, and the solution was stirred at r.t. for 16 h. The solution was diluted with chloroform and washed with 20 mL of 10% aqueous K2CO3. The layers were separated, and the aqueous layer was extracted 3 times with CHCl3. The combined extracts were dried over Na2SO4, filtered, and concentrat... Product: C(C)(C)C1=CC(=NC=C1)C#N (4-isopropylpicolinonitrile). Reactants: [H][H] (hydrogen), N (Ammonia), [H][H] (hydrogen), FC(C1(OC(C(O1)(F)CCC#N)(F)CCC#N)C(F)(F)F)(F)F (2,2-bis(trifluoromethyl)-4,5-di(2-cyanoethyl)-4,5-difluoro-1,3-dioxolane). Reagents/catalysts: [Co] (Cobalt), [Cr].[Co] (Hastelloy-C). Run in O1CCCC1 (tetrahydrofuran). Run at temperature 110 celsius, time 18 hour. The product is FC(C1(OC(C(O1)(F)CCCN)(F)CCCN)C(F)(F)F)(F)F (2,2-Bis(Trifluoromethyl)-4,5-Di(3-Aminopropyl)-4,5-Difluoro-1,3-Dioxolane). Isolated yield 79.8%. RXN SMILES: [F:1][C:2]([F:23])([F:22])[C:3]1([C:18]([F:21])([F:20])[F:19])[O:7][C:6]([CH2:9][CH2:10][C:11]#[N:12])([F:8])[C:5]([CH2:14][CH2:15][C:16]#[N:17])([F:13])[O:4]1.N.[H][H]>[Co].[Cr].[Co].O1CCCC1>[F:23][C:2]([F:1])([F:22])[C:3]1([C:18]([F:19])([F:20])[F:21])[O:4][C:5]([CH2:14][CH2:15][CH2:16][NH2:17])([F:13])[C:6]([CH2:9][CH2:10][CH2:11][NH2:12])([F:8])[O:7]1 |f:4.5|. Reported procedure: In a 1400 ml Hastelloy-C Shaker tube was charged the 2,2-bis(trifluoromethyl)-4,5-di(2-cyanoethyl)-4,5-difluoro-1,3-dioxolane of Example 43 (56.3 g, 0.16 mole), tetrahydrofuran (320 ml) and Raney-Cobalt catalyst (14.4 g). The tube was sealed and cool-evacuated. Ammonia (64 g, 3.765 mole) was transferred into the tube and the tube was pressurized with hydrogen gas to 500 psi. The tube was then heated to 110° C. and the hydrogen pressure was adjusted to 1500 psi. The heating was continued for 18 h... Starting materials: CN(C1=CC=CC2=CC=CC(=C12)N(C)C)C (1,8-bis(dimethylamino)naphthalene), C(C)(C)(C)OC(=O)N1C[C@@H](N(C[C@H]1C)C(=O)OCC1=CC=CC=C1)CO ((2R,5R)-2-Hydroxymethyl-5-methyl-piperazine-1,4-dicarboxylic acid 1-benzyl ester 4-tert-butyl ester), C[O+](C)C (trimethyl oxonium), CN(C1=CC=CC2=CC=CC(=C12)N(C)C)C (1,8-bis(dimethylamino)naphthalene). Run in C(Cl)Cl (DCM). Conditions: temperature 5 celsius, time 35 minute. Product: C(C)(C)(C)OC(=O)N1C[C@@H](N(C[C@H]1C)C(=O)OCC1=CC=CC=C1)COC ((2R,5R)-2-Methoxymethyl-5-methyl-piperazine-1,4-dicarboxylic acid 1-benzyl ester 4-tert-butyl ester). The yield is 69.9%. Reaction SMILES: [C:1]([O:5][C:6]([N:8]1[C@H:13]([CH3:14])[CH2:12][N:11]([C:15]([O:17][CH2:18][C:19]2[CH:24]=[CH:23][CH:22]=[CH:21][CH:20]=2)=[O:16])[C@@H:10]([CH2:25][OH:26])[CH2:9]1)=[O:7])([CH3:4])([CH3:3])[CH3:2].[CH3:27]N(C)C1C2C(=CC=CC=2N(C)C)C=CC=1.C[O+](C)C>C(Cl)Cl>[C:1]([O:5][C:6]([N:8]1[C@H:13]([CH3:14])[CH2:12][N:11]([C:15]([O:17][CH2:18][C:19]2[CH:24]=[CH:23][CH:22]=[CH:21][CH:20]=2)=[O:16])[C@@H:10]([CH2:25][O:26][CH3:27])[CH2:9]1)=[O:7])([CH3:4])([CH3:2])[CH3:3]. Procedure: (2R,5R)-2-Hydroxymethyl-5-methyl-piperazine-1,4-dicarboxylic acid 1-benzyl ester 4-tert-butyl ester (25 g, 68 mmol) in DCM (823 mL) was cooled to 4° C. (ice bath). 1,8-bis(dimethylamino)naphthalene (72 g, 337 mmol) was added in one portion followed by trimethyl oxonium tetrifluoroborate (50 g, 337 mmol) portionwise over 5 min. The mixture was stirred for 35 min at 5° C., the ice bath removed, then warmed from 5-17° C. over 1 h. After stirring for a further 20 min., saturated aqueous ammonium chl... The reactants are ClC1=C2C(=NC=C1C(=O)Cl)C=CS2 (7-chlorothieno[3,2-b]pyridine-6-carbonyl chloride), O (water), CC(CN[C@@H]1CN(C[C@@H](C1)C(=O)N1CCOCC1)C(=O)OC(C)(C)C)C (tert-Butyl (3S,5R)-3-[(2-methylpropyl)amino]-5-(morpholin-4-ylcarbonyl)piperidine-1-carboxylate), C(C)(C)N(CC)C(C)C (diisopropylethylamine). The solvent is ClCCl (dichloromethane), ClCCl (dichloromethane). Run at time 1 hour. Product: ClC1=C2C(=NC=C1C(=O)N([C@@H]1CN(C[C@@H](C1)C(=O)N1CCOCC1)C(=O)OC(C)(C)C)CC(C)C)C=CS2 (tert-butyl (3S,5R)-3-{[(7-chlorothieno[3,2-b]pyridin-6-yl)carbonyl](2-methylpropyl)amino}-5-(morpholin-4-ylcarbonyl)piperidine-1-carboxylate). The yield is 78.5%. RXN SMILES: [CH3:1][CH:2]([CH3:26])[CH2:3][NH:4][C@H:5]1[CH2:10][C@@H:9]([C:11]([N:13]2[CH2:18][CH2:17][O:16][CH2:15][CH2:14]2)=[O:12])[CH2:8][N:7]([C:19]([O:21][C:22]([CH3:25])([CH3:24])[CH3:23])=[O:20])[CH2:6]1.C(N(C(C)C)CC)(C)C.[Cl:36][C:37]1[C:42]([C:43](Cl)=[O:44])=[CH:41][N:40]=[C:39]2[CH:46]=[CH:47][S:48][C:38]=12.O>ClCCl>[Cl:36][C:37]1[C:42]([C:43]([N:4]([CH2:3][CH:2]([CH3:26])[CH3:1])[C@H:5]2[CH2:10][C@@H:9]([C:11]([N:13]3[CH2:18][CH2:17][O:16][CH2:15][CH2:14]3)=[O:12])[CH2:8][N:7]([C:19]([O:21][C:22]([CH3:23])([CH3:24])[CH3:25])=[O:20])[CH2:6]2)=[O:44])=[CH:41][N:40]=[C:39]2[CH:46]=[CH:47][S:48][C:38]=12. Reported procedure: tert-Butyl (3S,5R)-3-[(2-methylpropyl)amino]-5-(morpholin-4-ylcarbonyl)piperidine-1-carboxylate (100 mg) and diisopropylethylamine (0.095 ml) were dissolved in dichloromethane (3 ml), a solution of 7-chlorothieno[3,2-b]pyridine-6-carbonyl chloride (70 mg) in dichloromethane (2 ml) was added dropwise, and the mixture was stirred at room temperature for 1 hr. The reaction mixture was poured into water, and the mixture was extracted with ethyl acetate. The extract was dried over anhydrous sodium su... Reactants: CN(CCCC=1C=C(C(=NC1)C)NC=1N=CC=2CC(NC3=C(C2N1)C=CC(=C3)C(F)(F)F)=S)C (2-({5-[3-(Dimethylamino)propyl]-2-methylpyridin-3-yl}amino)-9-(trifluoromethyl)-5,7-dihydro-6H-pyrimido[5,4-d][1]benzazepine-6-thione), C(C)O (Ethanol), Cl (Hydrochloric acid), C(C)O (Ethanol). Run at time 8 hour. The product is Cl.Cl.CN(CCCC=1C=C(C(=NC1)C)NC=1N=CC=2CC(NC3=C(C2N1)C=CC(=C3)C(F)(F)F)=S)C (2-({5-[3-(Dimethylamino)propyl]-2-methylpyridin-3-yl}amino)-9-(trifluoromethyl)-5,7-dihydro-6H-pyrimido[5,4-d][1]benzazepine-6-thione Dihydrochloride Salt). Isolated yield 92.6%. RXN SMILES: [CH3:1][N:2]([CH3:34])[CH2:3][CH2:4][CH2:5][C:6]1[CH:7]=[C:8]([NH:13][C:14]2[N:15]=[CH:16][C:17]3[CH2:18][C:19](=[S:33])[NH:20][C:21]4[CH:28]=[C:27]([C:29]([F:32])([F:31])[F:30])[CH:26]=[CH:25][C:22]=4[C:23]=3[N:24]=2)[C:9]([CH3:12])=[N:10][CH:11]=1.C(O)C.[ClH:38]>>[ClH:38].[ClH:38].[CH3:34][N:2]([CH3:1])[CH2:3][CH2:4][CH2:5][C:6]1[CH:7]=[C:8]([NH:13][C:14]2[N:15]=[CH:16][C:17]3[CH2:18][C:19](=[S:33])[NH:20][C:21]4[CH:28]=[C:27]([C:29]([F:32])([F:31])[F:30])[CH:26]=[CH:25][C:22]=4[C:23]=3[N:24]=2)[C:9]([CH3:12])=[N:10][CH:11]=1 |f:3.4.5|. Reported procedure: To a solution of 2-({5-[3-(Dimethylamino)propyl]-2-methylpyridin-3-yl}amino)-9-(trifluoromethyl)-5,7-dihydro-6H-pyrimido[5,4-d][1]benzazepine-6-thione (153 mg, 0.314 mmol) in Ethanol (5.1 mL, 87 mmol) under gentle reflux (oil bath at 85° C.) was added 0.89 M of Hydrochloric acid in Ethanol (7.0E2 μL, 0.63 mmol)(850 μl of conc. HCl in 10 ml of ethanol tritrated). The resulting solution was seeded and shortly thereafter solid formed. The mixture was allowed to cool at room temperature in the oil b... Reactants: CCCCCCCCCOc1cnc(-c2ccc(C(=O)O)cc2)nc1, O=S(Cl)Cl. The product is CCCCCCCCCOc1cnc(-c2ccc(C(=O)O)cc2)nc1, [Cl-]. Reaction SMILES: [CH2:1]([CH2:2][CH2:3][CH2:4][CH2:5][CH2:6][CH2:7][CH2:8][CH3:9])[O:10][c:11]1[cH:12][n:13][c:14](-[c:17]2[cH:18][cH:19][c:20]([C:21](=[O:22])[OH:23])[cH:24][cH:25]2)[n:15][cH:16]1.[S:26]([Cl:27])([Cl:28])=[O:29]>>[CH2:1]([CH2:2][CH2:3][CH2:4][CH2:5][CH2:6][CH2:7][CH2:8][CH3:9])[O:10][c:11]1[cH:12][n:13][c:14](-[c:17]2[cH:18][cH:19][c:20]([C:21](=[O:22])[OH:23])[cH:24][cH:25]2)[n:15][cH:16]1.[Cl-:28].